Dataset: the Open Reaction Database (ORD), a public repository of structured organic reaction records. Task: describe an organic reaction: reactants, conditions, products, and yield Reactants: [Br-], C#CCBr, CCOC(=O)NCc1ncccn1, CC[N+](CC)(CC)Cc1ccccc1, Cc1ccccc1, [K+], [OH-]. Product: C#CCN(Cc1ncccn1)C(=O)OCC. Reaction SMILES: [Br-:20].[CH2:16]([C:17]#[CH:18])[Br:19].[CH2:1]([CH3:2])[O:3][C:4](=[O:5])[NH:6][CH2:7][c:8]1[n:9][cH:10][cH:11][cH:12][n:13]1.[CH2:21]([N+:22]([CH2:23][CH3:24])([CH2:25][CH3:26])[CH2:27][c:28]1[cH:29][cH:30][cH:31][cH:32][cH:33]1)[CH3:34].[CH3:35][c:36]1[cH:37][cH:38][cH:39][cH:40][cH:41]1.[K+:15].[OH-:14]>>[CH2:1]([CH3:2])[O:3][C:4](=[O:5])[N:6]([CH2:7][c:8]1[n:9][cH:10][cH:11][cH:12][n:13]1)[CH2:18][C:17]#[CH:16]. Reactants: COC=1C=C(C(=O)N2CC(CC2)(CC2=CC=CC=C2)CCN2CCC(CC2)NC2=NC3=C(N2)C=CC=C3)C=C(C1OC)OC (1-(3,4,5-trimethoxybenzoyl)-3-(2-(4-(1H-benzimidazol-2-yl-amino)piperidin-1-yl)ethyl)-3-(phenylmethyl)pyrrolidine), C[Si](C)(C)[N-][Si](C)(C)C.[K+] (potassium bis(trimethylsilyl)amide), C(C)OCCCl (2-chloroethyl ethyl ether), O1CCCC1 (tetrahydrofuran), C[Si](C)(C)[N-][Si](C)(C)C.[K+] (potassium bis(trimethylsilyl)amide), C(C)OCCCl (2-chloroethyl ethyl ether). Reagents/catalysts: [Br-].C(CCC)[N+](CCCC)(CCCC)CCCC (tetrabutylammonium bromide). Solvent: C(C)N(CC)CC (triethylamine), O (water). Conditions: temperature -78 celsius, time 30 minute. The product is COC=1C=C(C(=O)N2CC(CC2)(CC2=CC=CC=C2)CCN2CCC(CC2)NC2=NC3=C(N2CCOCC)C=CC=C3)C=C(C1OC)OC (1-(3,4,5-trimethoxybenzoyl)-3-(2-(4-(1-(2-ethoxyethyl)-1H-benzimidazol-2-yl-amino)piperidin-1-yl)ethyl)-3-(phenylmethyl)pyrrolidine). RXN SMILES: [CH3:1][O:2][C:3]1[CH:4]=[C:5]([CH:38]=[C:39]([O:43][CH3:44])[C:40]=1[O:41][CH3:42])[C:6]([N:8]1[CH2:12][CH2:11][C:10]([CH2:20][CH2:21][N:22]2[CH2:27][CH2:26][CH:25]([NH:28][C:29]3[NH:33][C:32]4[CH:34]=[CH:35][CH:36]=[CH:37][C:31]=4[N:30]=3)[CH2:24][CH2:23]2)([CH2:13][C:14]2[CH:19]=[CH:18][CH:17]=[CH:16][CH:15]=2)[CH2:9]1)=[O:7].[O:45]1[CH2:49][CH2:48][CH2:47][CH2:46]1.C[Si]([N-][Si](C)(C)C)(C)C.[K+].C(OCCCl)C>[Br-].C([N+](CCCC)(CCCC)CCCC)CCC.C(N(CC)CC)C.O>[CH3:1][O:2][C:3]1[CH:4]=[C:5]([CH:38]=[C:39]([O:43][CH3:44])[C:40]=1[O:41][CH3:42])[C:6]([N:8]1[CH2:12][CH2:11][C:10]([CH2:20][CH2:21][N:22]2[CH2:27][CH2:26][CH:25]([NH:28][C:29]3[N:30]([CH2:47][CH2:46][O:45][CH2:49][CH3:48])[C:31]4[CH:37]=[CH:36][CH:35]=[CH:34][C:32]=4[N:33]=3)[CH2:24][CH2:23]2)([CH2:13][C:14]2[CH:15]=[CH:16][CH:17]=[CH:18][CH:19]=2)[CH2:9]1)=[O:7] |f:2.3,5.6|. Reported procedure: Combine 1-(3,4,5-trimethoxybenzoyl)-3-(2-(4-(1H-benzimidazol-2-yl-amino)piperidin-1-yl)ethyl)-3-(phenylmethyl)pyrrolidine (0.56 g, 0.77 mmol) and tetrahydrofuran (10 mL). Cool to −78° C. using a dry-ice/acetone bath. Add a solution of potassium bis(trimethylsilyl)amide (1.7 mL, 0.5 M in toluene, 0.85 mmol). After 30 minutes, warm to ambient temperature. Add tetrabutylammonium bromide (0.06 g) and 2-chloroethyl ethyl ether (0.092 g 0.85 mmol). Heat to reflux. After 12 hours, potassium bis(trimeth... Starting materials: C(C1=CC=CC=C1)(=O)OC1(C(N(C2=CC=C(C=C12)C)CCCC(C)C)=O)CC1=C(C=C(C=C1)OC)O (3-(2-hydroxy-4-methoxybenzyl)-5-methyl-1-(4-methylpentyl)-2-oxoindolin-3-yl benzoate), C(C1=CC=CC=C1)(=O)OC1C(N(C2=CC=CC=C12)CC)=O (1-ethyl-2-oxoindolin-3-yl benzoate), tert-butyl (2-(hydroxymethyl)-5-methoxyphenyl)carbonate. Product: C(C1=CC=CC=C1)(=O)OC1(C(N(C2=CC=CC=C12)CC)=O)CC1=C(C=C(C=C1)OC)O (1-ethyl-3-(2-hydroxy-4-methoxybenzyl)-2-oxoindolin-3-yl benzoate). Reaction SMILES: [C:1]([O:9][C:10]1([CH2:27][C:28]2[CH:33]=[CH:32][C:31]([O:34][CH3:35])=[CH:30][C:29]=2[OH:36])[C:18]2[C:13](=[CH:14][CH:15]=[C:16](C)[CH:17]=2)[N:12]([CH2:20][CH2:21]CC(C)C)[C:11]1=[O:26])(=[O:8])[C:2]1[CH:7]=[CH:6][CH:5]=[CH:4][CH:3]=1.C(OC1C2C(=CC=CC=2)N(CC)C1=O)(=O)C1C=CC=CC=1>>[C:1]([O:9][C:10]1([CH2:27][C:28]2[CH:33]=[CH:32][C:31]([O:34][CH3:35])=[CH:30][C:29]=2[OH:36])[C:18]2[C:13](=[CH:14][CH:15]=[CH:16][CH:17]=2)[N:12]([CH2:20][CH3:21])[C:11]1=[O:26])(=[O:8])[C:2]1[CH:7]=[CH:6][CH:5]=[CH:4][CH:3]=1. Reported procedure: This compound was prepared in a similar manner to 3-(2-hydroxy-4-methoxybenzyl)-5-methyl-1-(4-methylpentyl)-2-oxoindolin-3-yl benzoate by reacting 1-ethyl-2-oxoindolin-3-yl benzoate with tert-butyl (2-(hydroxymethyl)-5-methoxyphenyl)carbonate. 1H-NMR δ 8.04 (d, 2H), 7.6 (t, 1H), 7.43 (t, 2H), 7.30 (t, 1H), 7.25 (d, 1H), 7.08 (t, 1H), 6.78 (d, 1H), 6.47 (m, 2H), 6.24 (dd, 1H), 6.15 (bs, OH), 3.83 (m, 1H), 3.71 (s, 3H), 3.61 (m, 1H), 3.48 (d, 1H), 3.43 (d, 1H), 1.02 (t, 3H). Calculated mass for C2...